From a dataset of the Open Reaction Database (ORD), a public repository of structured organic reaction records. describe an organic reaction: reactants, conditions, products, and yield Starting materials: C1(=CC=C(C=C1)CC#N)C (p-tolylacetonitrile), N(=O)[O-].[Na+] (NaNO2), [OH-].[Na+] (sodium hydroxide), N(=O)OC (methyl nitrite), OS(=O)(=O)O (H2SO4). Run in O (water), O (water), CO (methanol), CO (methanol). Conditions: temperature 2.5 celsius, time 3 hour. The product is ON=C(C1=CC=C(C=C1)C)C#N (α-hydroxyimino-4-methylbenzylcyanide). The yield is 83.4%. RXN SMILES: [C:1]1([CH3:10])[CH:6]=[CH:5][C:4]([CH2:7][C:8]#[N:9])=[CH:3][CH:2]=1.[OH-].[Na+].[N:13](OC)=[O:14].OS(O)(=O)=O.N([O-])=O.[Na+]>CO.O>[OH:14][N:13]=[C:7]([C:8]#[N:9])[C:4]1[CH:5]=[CH:6][C:1]([CH3:10])=[CH:2][CH:3]=1 |f:1.2,5.6|. Procedure details: 131.2 g (1 mol) of p-tolylacetonitrile are placed in a sulfonation flask and charged with 40 g (1 mol) of sodium hydroxide, dissolved in 325 ml of methanol. This solution is cooled in an ice bath to 0-5° C. At this temperature, 1 mol of gaseous methyl nitrite (prepared in situ by addition of 31.5 ml of conc. H2SO4, dissolved in 65 ml of water, to a solution of 83 g of NaNO2 in 50 ml of water and 53 ml of methanol (see Org. Synthesis 1979, 59, 95)) is introduced, with stirring, over 3 hours. The ... The reactants are NC1=NC(=NC=C1C(=O)C1=C(C=CC(=C1)F)OC)NC1CCN(CC1)S(=O)(=O)CCCCl ([4-amino-2-[1-(3-chloro-propane-1-sulfonyl)-piperidin-4-ylamino]-pyrimidin-5-yl]-(5-fluoro-2-methoxy-phenyl)-methanone), [I-].[K+] (potassium iodide), N (ammonia), C(C)(C)N(CC)C(C)C (diisopropylethylamine), CS(=O)(=O)Cl (methanesulfonyl chloride). Run at time 6 hour. Product: NC1=NC(=NC=C1C(C1=C(C=CC(=C1)F)OC)=O)NC1CCN(CC1)S(=O)(=O)CCCNS(=O)(=O)C (N-(3-[4-[4-amino-5-(5-fluoro-2-methoxy-benzoyl)-pyrimidin-2-ylamino]-piperidine-1-sulfonyl]-propyl)-methanesulfonamide). Yield: 26.0%. Reaction SMILES: [NH2:1][C:2]1[C:7]([C:8]([C:10]2[CH:15]=[C:14]([F:16])[CH:13]=[CH:12][C:11]=2[O:17][CH3:18])=[O:9])=[CH:6][N:5]=[C:4]([NH:19][CH:20]2[CH2:25][CH2:24][N:23]([S:26]([CH2:29][CH2:30][CH2:31]Cl)(=[O:28])=[O:27])[CH2:22][CH2:21]2)[N:3]=1.[I-].[K+].[NH3:35].C(N(C(C)C)CC)(C)C.[CH3:45][S:46](Cl)(=[O:48])=[O:47]>>[NH2:1][C:2]1[C:7]([C:8](=[O:9])[C:10]2[CH:15]=[C:14]([F:16])[CH:13]=[CH:12][C:11]=2[O:17][CH3:18])=[CH:6][N:5]=[C:4]([NH:19][CH:20]2[CH2:25][CH2:24][N:23]([S:26]([CH2:29][CH2:30][CH2:31][NH:35][S:46]([CH3:45])(=[O:48])=[O:47])(=[O:28])=[O:27])[CH2:22][CH2:21]2)[N:3]=1 |f:1.2|. Procedure details: A suspension of [4-amino-2-[1-(3-chloro-propane-1-sulfonyl)-piperidin-4-ylamino]-pyrimidin-5-yl]-(5-fluoro-2-methoxy-phenyl)-methanone (210 mg, 0.43 mmol, Example 272), potassium iodide (200 mg, 1.2 mmol) and ammonia (1.5 mL, 7M in methanol, Aldrich) was heated at 100–110° C. in a sealed tube with stirring for 6 hours. Solvent was removed and the crude amine product was dissolved in tetrahydrofuran (12 mL). The resulting solution was cooled to 0–5° C., treated with diisopropylethylamine (200 mg,... The reactants are Cc1cc(-c2cccc(C(=O)CC(=O)Nc3cc(C(F)(F)F)c(N4CCCC4)cc3NC(=O)OC(C)(C)C)c2)cc(C)n1, ClCCl, O=C(O)C(F)(F)F. The product is Cc1cc(-c2cccc(C3=Nc4cc(N5CCCC5)c(C(F)(F)F)cc4NC(=O)C3)c2)cc(C)n1. RXN SMILES: [C:1]([O:2][C:3](=[O:4])[NH:7][c:8]1[c:9]([NH:23][C:24]([CH2:25][C:26](=[O:5])[c:28]2[cH:29][c:30](-[c:34]3[cH:35][c:36]([CH3:41])[n:37][c:38]([CH3:40])[cH:39]3)[cH:31][cH:32][cH:33]2)=[O:42])[cH:10][c:11]([C:19]([F:20])([F:21])[F:22])[c:12]([N:14]2[CH2:15][CH2:16][CH2:17][CH2:18]2)[cH:13]1)([CH3:6])([CH3:27])[CH3:43].[Cl:51][CH2:52][Cl:53].[F:44][C:45]([F:46])([F:47])[C:48]([OH:49])=[O:50]>>[N:7]1=[C:26]([c:28]2[cH:29][c:30](-[c:34]3[cH:35][c:36]([CH3:41])[n:37][c:38]([CH3:40])[cH:39]3)[cH:31][cH:32][cH:33]2)[CH2:25][C:24](=[O:42])[NH:23][c:9]2[c:8]1[cH:13][c:12]([N:14]1[CH2:15][CH2:16][CH2:17][CH2:18]1)[c:11]([C:19]([F:20])([F:21])[F:22])[cH:10]2. Starting materials: CO, CS(C)=O, ClCCl, CC(C)N1CCN(C(=O)C=Cc2ccc(F)cc2)CC1, [H-], [Na+]. Product: CC(C)N1CCN(C(=O)C2CC2c2ccc(F)cc2)CC1. As a reaction SMILES: [CH3:23][OH:24].[CH3:28][S:29]([CH3:30])=[O:31].[Cl:25][CH2:26][Cl:27].[F:3][c:4]1[cH:5][cH:6][c:7]([CH:10]=[CH:11][C:12](=[O:13])[N:14]2[CH2:15][CH2:16][N:17]([CH:20]([CH3:21])[CH3:22])[CH2:18][CH2:19]2)[cH:8][cH:9]1.[H-:2].[Na+:1]>>[F:3][c:4]1[cH:5][cH:6][c:7]([CH:10]2[CH:11]([C:12](=[O:13])[N:14]3[CH2:15][CH2:16][N:17]([CH:20]([CH3:21])[CH3:22])[CH2:18][CH2:19]3)[CH2:26]2)[cH:8][cH:9]1. Reactants: BrC1=CC(=CC(=C1)Cl)Br (1,3-dibromo-5-chlorobenzene), C1(CC1)[Mg]Br (cyclopropylmagnesium bromide). The reagents and catalysts are C=1C=CC(=CC1)[P](C=2C=CC=CC2)(C=3C=CC=CC3)[Pd]([P](C=4C=CC=CC4)(C=5C=CC=CC5)C=6C=CC=CC6)([P](C=7C=CC=CC7)(C=8C=CC=CC8)C=9C=CC=CC9)[P](C=1C=CC=CC1)(C=1C=CC=CC1)C=1C=CC=CC1 (tetrakis(triphenylphosphine)palladium). Run in C1CCOC1 (THF). Conditions: temperature 70 celsius. The product is BrC1=CC(=CC(=C1)C1CC1)Cl (1-bromo-3-chloro-5-cyclopropylbenzene). The yield is 63.5%. RXN SMILES: Br[C:2]1[CH:7]=[C:6]([Cl:8])[CH:5]=[C:4]([Br:9])[CH:3]=1.[CH:10]1([Mg]Br)[CH2:12][CH2:11]1>C1COCC1.C1C=CC([P]([Pd]([P](C2C=CC=CC=2)(C2C=CC=CC=2)C2C=CC=CC=2)([P](C2C=CC=CC=2)(C2C=CC=CC=2)C2C=CC=CC=2)[P](C2C=CC=CC=2)(C2C=CC=CC=2)C2C=CC=CC=2)(C2C=CC=CC=2)C2C=CC=CC=2)=CC=1>[Br:9][C:4]1[CH:3]=[C:2]([CH:10]2[CH2:12][CH2:11]2)[CH:7]=[C:6]([Cl:8])[CH:5]=1 |^1:23,25,44,63|. Procedure details: To a solution of 1,3-dibromo-5-chlorobenzene (500 mg, 1.85 mmol) in THF (1 ml) was added cyclopropylmagnesium bromide (3698 μl, 0.5M solution in THF, 1.85 mmol) in a sealed tube and the reaction mixture was degassed with argon for 5 min before tetrakis(triphenylphosphine)palladium (0) (107 mg, 0.09 mmol) was added. The resulting solution was heated to 70° C. overnight, cooled to RT and then quenched with sat. NH4Cl solution and extracted with pentane. The organic phases were combined, washed wit... The reactants are O=C1CCC(=O)N1Br, Cc1cccc2ccn(C(=O)OC(C)(C)C)c12, ClC(Cl)(Cl)Cl. Product: CC(C)(C)OC(=O)n1ccc2cccc(CBr)c21. Reaction SMILES: [Br:18][N:19]1[C:20](=[O:21])[CH2:22][CH2:23][C:24]1=[O:25].[C:1]([CH3:2])([CH3:3])([CH3:4])[O:5][C:6](=[O:7])[n:8]1[cH:9][cH:10][c:11]2[cH:12][cH:13][cH:14][c:15]([CH3:17])[c:16]12.[Cl:26][C:27]([Cl:28])([Cl:29])[Cl:30]>>[C:1]([CH3:2])([CH3:3])([CH3:4])[O:5][C:6](=[O:7])[n:8]1[cH:9][cH:10][c:11]2[cH:12][cH:13][cH:14][c:15]([CH2:17][Br:18])[c:16]12.